From a dataset of the Open Reaction Database (ORD), a public repository of structured organic reaction records. describe an organic reaction: reactants, conditions, products, and yield Reactants: BrCC=1C=C(SC1)C(=O)OC (4-Bromomethyl-2-thiophenecarboxylic acid, methyl ester), C1=CC=CC=2C(C3=C(C=CC21)C=CC=C3)C=3C(NC(NC3)=O)=O (5-{5H-Dibenzo[a,d]cyclohepten-5-yl)-2,4(1H,3H)-pyrimidinedione). The product is C1=CC=CC=2C(C3=C(C=CC21)C=CC=C3)C=3C(NC(N(C3)CC=3C=C(SC3)C(=O)OC)=O)=O (4-[[5-{5H-Dibenzo[a,d]cyclohepten-5-yl}-3,4-dihydro-2,4-dioxo-1(2H)-pyrimidinyl]methyl]-2-thiophenecarboxylic acid, methyl ester). As a reaction SMILES: Br[CH2:2][C:3]1[CH:4]=[C:5]([C:8]([O:10][CH3:11])=[O:9])[S:6][CH:7]=1.[CH:12]1[C:22]2[CH:21]=[CH:20][C:19]3[CH:23]=[CH:24][CH:25]=[CH:26][C:18]=3[CH:17]([C:27]3[C:28](=[O:34])[NH:29][C:30](=[O:33])[NH:31][CH:32]=3)[C:16]=2[CH:15]=[CH:14][CH:13]=1>>[CH:12]1[C:22]2[CH:21]=[CH:20][C:19]3[CH:23]=[CH:24][CH:25]=[CH:26][C:18]=3[CH:17]([C:27]3[C:28](=[O:34])[NH:29][C:30](=[O:33])[N:31]([CH2:2][C:3]4[CH:4]=[C:5]([C:8]([O:10][CH3:11])=[O:9])[S:6][CH:7]=4)[CH:32]=3)[C:16]=2[CH:15]=[CH:14][CH:13]=1. Reported procedure: The subtitle compound was prepared from the product of step (i) (0.29 g) and the product of example 1 step (iii) (0.373 g) according to the method of example 1 step (iv). Purification was by chromatography eluting with 10% ethyl acetate in toluene. Yield 0.34 g. Starting materials: CC(C)(C)c1cccc(NC(=O)C2CCc3ccc(Oc4ccnc(-c5nc(CO)c[nH]5)c4)cc3C2)c1, ClCCl, [Na+], [Na+], [Na+], O=C([O-])O, O=S([O-])[O-]. Yields the product CC(C)(C)c1cccc(NC(=O)C2CCc3ccc(Oc4ccnc(-c5nc(C=O)c[nH]5)c4)cc3C2)c1. Reaction SMILES: [C:1]([CH3:2])([CH3:3])([CH3:4])[c:5]1[cH:6][c:7]([NH:11][C:12](=[O:13])[CH:14]2[CH2:15][c:16]3[cH:17][c:18]([O:24][c:25]4[cH:26][c:27](-[c:31]5[nH:32][cH:33][c:34]([CH2:36][OH:37])[n:35]5)[n:28][cH:29][cH:30]4)[cH:19][cH:20][c:21]3[CH2:22][CH2:23]2)[cH:8][cH:9][cH:10]1.[Cl:49][CH2:50][Cl:51].[Na+:42].[Na+:47].[Na+:48].[O-:38][C:39]([OH:40])=[O:41].[S:43]([O-:44])([O-:45])=[O:46]>>[C:1]([CH3:2])([CH3:3])([CH3:4])[c:5]1[cH:6][c:7]([NH:11][C:12](=[O:13])[CH:14]2[CH2:15][c:16]3[cH:17][c:18]([O:24][c:25]4[cH:26][c:27](-[c:31]5[nH:32][cH:33][c:34]([CH:36]=[O:37])[n:35]5)[n:28][cH:29][cH:30]4)[cH:19][cH:20][c:21]3[CH2:22][CH2:23]2)[cH:8][cH:9][cH:10]1. As a reaction SMILES: [C:30](=[O:31])([OH:32])[O-:33].[Cl:1][c:2]1[cH:3][c:4]([CH:8]([CH:9]2[CH2:10][N:11]([C:15]([O:16][C:17]([CH3:18])([CH3:19])[CH3:20])=[O:21])[CH2:12][CH2:13][CH2:14]2)[O:22][CH2:23][CH2:24][NH:25][C:26](=[O:27])[O:28][CH3:29])[cH:5][cH:6][cH:7]1.[Cl:42][CH2:43][Cl:44].[F:35][C:36]([F:37])([F:38])[C:39]([OH:40])=[O:41].[Na+:34]>>[Cl:1][c:2]1[cH:3][c:4]([CH:8]([CH:9]2[CH2:10][NH:11][CH2:12][CH2:13][CH2:14]2)[O:22][CH2:23][CH2:24][NH:25][C:26](=[O:27])[O:28][CH3:29])[cH:5][cH:6][cH:7]1. Product: COC(=O)NCCOC(c1cccc(Cl)c1)C1CCCNC1. Starting materials: O=C([O-])O, COC(=O)NCCOC(c1cccc(Cl)c1)C1CCCN(C(=O)OC(C)(C)C)C1, ClCCl, O=C(O)C(F)(F)F, [Na+]. The reactants are CNC(=O)C(NC(=O)c1ccc(Br)c(OCC2CCCO2)n1)C(C)(C)C, Cl, FC1(F)CNC1. The product is CNC(=O)C(NC(=O)c1ccc(N2CC(F)(F)C2)c(OCC2CCCO2)n1)C(C)(C)C. As a reaction SMILES: [CH3:8][C:9]([CH:10]([C:11]([NH:12][CH3:13])=[O:14])[NH:15][C:16](=[O:17])[c:18]1[n:19][c:20]([O:25][CH2:26][CH:27]2[O:28][CH2:29][CH2:30][CH2:31]2)[c:21]([Br:24])[cH:22][cH:23]1)([CH3:32])[CH3:33].[ClH:1].[F:2][C:3]1([F:7])[CH2:4][NH:5][CH2:6]1>>[F:2][C:3]1([F:7])[CH2:4][N:5]([c:21]2[c:20]([O:25][CH2:26][CH:27]3[O:28][CH2:29][CH2:30][CH2:31]3)[n:19][c:18]([C:16]([NH:15][CH:10]([C:9]([CH3:8])([CH3:32])[CH3:33])[C:11]([NH:12][CH3:13])=[O:14])=[O:17])[cH:23][cH:22]2)[CH2:6]1. Starting materials: CN1CCCC1=O, CCN(C(C)C)C(C)C, Cc1cc(Nc2nc(Nc3cc(C)c(C4CCNCC4)cc3F)ncc2Cl)n[nH]1, O=C(CCCCl)N1CCOCC1. As a reaction SMILES: [CH3:51][N:52]1[CH2:53][CH2:54][CH2:55][C:56]1=[O:57].[CH:42]([N:43]([CH2:44][CH3:45])[CH:46]([CH3:47])[CH3:48])([CH3:49])[CH3:50].[Cl:1][c:2]1[c:3]([NH:23][c:24]2[n:25][nH:26][c:27]([CH3:29])[cH:28]2)[n:4][c:5]([NH:8][c:9]2[c:10]([F:22])[cH:11][c:12]([CH:16]3[CH2:17][CH2:18][NH:19][CH2:20][CH2:21]3)[c:13]([CH3:15])[cH:14]2)[n:6][cH:7]1.[Cl:30][CH2:31][CH2:32][CH2:33][C:34](=[O:35])[N:36]1[CH2:37][CH2:38][O:39][CH2:40][CH2:41]1>>[Cl:1][c:2]1[c:3]([NH:23][c:24]2[n:25][nH:26][c:27]([CH3:29])[cH:28]2)[n:4][c:5]([NH:8][c:9]2[c:10]([F:22])[cH:11][c:12]([CH:16]3[CH2:17][CH2:18][N:19]([CH2:31][CH2:32][CH2:33][C:34](=[O:35])[N:36]4[CH2:37][CH2:38][O:39][CH2:40][CH2:41]4)[CH2:20][CH2:21]3)[c:13]([CH3:15])[cH:14]2)[n:6][cH:7]1. Product: Cc1cc(Nc2nc(Nc3cc(C)c(C4CCN(CCCC(=O)N5CCOCC5)CC4)cc3F)ncc2Cl)n[nH]1. Reactants: C(CCCCC)(=O)OCC (ethyl hexanoate), ClC=1C=C(C=C(C1)Cl)N1C(NC2(C1=CCCC2)CC2=CC=C(C#N)C=C2)=O (4-[1-(3,5-Dichlorophenyl)-2-oxo-1,2,3,4,5,6-hexahydro-benzimidazol-3a-ylmethyl]benzonitrile), [H-].[Na+] (NaH). The solvent is CN(C)C=O (DMF), CN(C)C=O (DMF). Conditions: time 1 hour. Product: C(C)OC(CCCCCC12C(NC(N1C1=CC(=CC(=C1)Cl)Cl)=O)(CCCC2)CC2=CC=C(C=C2)C#N)=O (6-[7a-(4-Cyano-benzyl)-3-(3,5-Dichlorophenyl)-2-oxo-2,3,5,6,7,7a-hexahydro-benzimidazol-3a-yl]-hexanoic acid ethyl ester). RXN SMILES: [Cl:1][C:2]1[CH:3]=[C:4]([N:9]2[C:13]3=[CH:14][CH2:15][CH2:16][CH2:17][C:12]3([CH2:18][C:19]3[CH:26]=[CH:25][C:22]([C:23]#[N:24])=[CH:21][CH:20]=3)[NH:11][C:10]2=[O:27])[CH:5]=[C:6]([Cl:8])[CH:7]=1.[H-].[Na+].[C:30]([O:37][CH2:38][CH3:39])(=[O:36])[CH2:31][CH2:32][CH2:33][CH2:34][CH3:35]>CN(C=O)C>[CH2:38]([O:37][C:30](=[O:36])[CH2:31][CH2:32][CH2:33][CH2:34][CH2:35][C:13]12[CH2:14][CH2:15][CH2:16][CH2:17][C:12]1([CH2:18][C:19]1[CH:20]=[CH:21][C:22]([C:23]#[N:24])=[CH:25][CH:26]=1)[NH:11][C:10](=[O:27])[N:9]2[C:4]1[CH:5]=[C:6]([Cl:8])[CH:7]=[C:2]([Cl:1])[CH:3]=1)[CH3:39] |f:1.2|. Procedure details: 4-[1-(3,5-Dichlorophenyl)-2-oxo-1,2,3,4,5,6-hexahydro-benzimidazol-3a-ylmethyl]benzonitrile (500 mg) (1.25 mmol) in DMF (20 ml) was carefully dropped on a suspension of NaH 60% (65 mg) (1.3 eq) in DMF (10 ml) at RT. The reaction mixture was stirred 1 h at RT, then ethyl hexanoate (0.27 ml) (1.2 eq) was added. After 3 h, the reaction mixture was poured on water and extracted with tBuOMe. The organic layer was washed with water, dried over Na2SO4 and concentrated. The residue was purified on SiO2 ... RXN SMILES: [CH3:1][O:2][C:3]1[CH:8]=[CH:7][C:6](B(O)O)=[CH:5][C:4]=1[CH3:12].[CH3:13][C:14]1[C:18]([CH3:19])=[C:17]([CH3:20])[NH:16][N:15]=1.N1C=CC=CC=1>C([O-])(=O)C.[Cu+2].C([O-])(=O)C.C(#N)C>[CH3:1][O:2][C:3]1[CH:8]=[CH:7][C:6]([N:15]2[C:14]([CH3:13])=[C:18]([CH3:19])[C:17]([CH3:20])=[N:16]2)=[CH:5][C:4]=1[CH3:12] |f:3.4.5|. Starting materials: COC1=C(C=C(C=C1)B(O)O)C (4-methoxy-3-methyl-phenylboronic acid), CC1=NNC(=C1C)C (3,4,5-trimethyl-1H-pyrazole), N1=CC=CC=C1 (pyridine). The yield is 52.6%. Procedure details: A mixture of 4-methoxy-3-methyl-phenylboronic acid 10 g, 3,4,5-trimethyl-1H-pyrazole (described in Reference Preparation example 49) 7.3 g, copper(II) acetate 18.4 g, pyridine 10.0 g, molecular sieves 4 A 20.0 g and acetonitrile 300 ml was stirred with heating under reflux for thirty hours. The reaction mixture was filtered through Celite and was concentrated under reduced pressure. The resulting residue was subjected to a silica gel column chromatography to give 1-(4-methoxy-3-methyl-phenyl)-3,... Product: COC1=C(C=C(C=C1)N1N=C(C(=C1C)C)C)C (1-(4-methoxy-3-methyl-phenyl)-3,4,5-trimethyl-1H-pyrazole). The reagents and catalysts are C(C)(=O)[O-].[Cu+2].C(C)(=O)[O-] (copper(II) acetate). Run in C(C)#N (acetonitrile). As a reaction SMILES: [Si]([O:8][C:9]1[CH:10]=[C:11]([CH:16]=[CH:17][C:18]=1[O:19][Si](C(C)(C)C)(C)C)[CH:12]=[CH:13][CH2:14][OH:15])(C(C)(C)C)(C)C.Cl>C(Cl)Cl.O=[Mn]=O>[CH:16]1[C:11](/[CH:12]=[CH:13]/[CH:14]=[O:15])=[CH:10][C:9]([OH:8])=[C:18]([OH:19])[CH:17]=1. The reagents and catalysts are O=[Mn]=O (MnO2). Starting materials: n-Bu4NF monohydrate, [Si](C)(C)(C(C)(C)C)OC=1C=C(C=CCO)C=CC1O[Si](C)(C)C(C)(C)C (3,4-Bis-(t-butyldimethylsilyloxy)cinnamyl alcohol), Cl (HCl). Yields the product C1=CC(=C(C=C1/C=C/C=O)O)O (caffeoyl aldehyde). The solvent is C(Cl)Cl (CH2Cl2). Conditions: temperature 20 celsius, time 24 hour. Procedure details: 3,4-Bis-(t-butyldimethylsilyloxy)cinnamyl alcohol (7.88 g, 20 mmol) was dissolved in 1000 mL CH2Cl2, 17.2 g activated MnO2 (200 mmol) were added and the mixture was vigorously stirred for 24 h at 20° C. MnO2 was filtered off and the filtrate was taken to dryness. To the obtained 3,4-bis(tBDMS)caffeoyl aldehyde 250 mL of CHCl3 was added followed by addition of n-Bu4NF monohydrate (11.6 g, 40 mmol). The mixture was stirred at 20° C. for 30 min and worked up with 300 mL of 5% HCl. Chloroform layer ... The yield is 53.9%.